Dataset: the Open Reaction Database (ORD), a public repository of structured organic reaction records. Task: describe an organic reaction: reactants, conditions, products, and yield Reactants: COC(CN(S(=O)(=O)CC)C(C1CC1)C=1C=NC=C(C1)C1=CC(=C(C=C1)C#N)Cl)=O (({[5-(3-chloro-4-cyano-phenyl)-pyridin-3-yl]-cyclopropyl-methyl}-ethanesulfonyl-amino)-acetic acid methyl ester), [H-].[Al+3].[Li+].[H-].[H-].[H-] (lithium aluminium hydride). Run in C1CCOC1 (THF). Reaction conditions: temperature -78 celsius, time 1 hour. The product is ClC=1C=C(C=CC1C#N)C=1C=C(C=NC1)C(C1CC1)N(S(=O)(=O)CC)CCO (ethanesulfonic acid {[5-(3-chloro-4-cyano-phenyl)-pyridin-3-yl]-cyclopropyl-methyl}-(2-hydroxy-ethyl)-amide). Reaction SMILES: C[O:2][C:3](=O)[CH2:4][N:5]([CH:11]([C:15]1[CH:16]=[N:17][CH:18]=[C:19]([C:21]2[CH:26]=[CH:25][C:24]([C:27]#[N:28])=[C:23]([Cl:29])[CH:22]=2)[CH:20]=1)[CH:12]1[CH2:14][CH2:13]1)[S:6]([CH2:9][CH3:10])(=[O:8])=[O:7].[H-].[Al+3].[Li+].[H-].[H-].[H-]>C1COCC1>[Cl:29][C:23]1[CH:22]=[C:21]([C:19]2[CH:20]=[C:15]([CH:11]([N:5]([CH2:4][CH2:3][OH:2])[S:6]([CH2:9][CH3:10])(=[O:7])=[O:8])[CH:12]3[CH2:14][CH2:13]3)[CH:16]=[N:17][CH:18]=2)[CH:26]=[CH:25][C:24]=1[C:27]#[N:28] |f:1.2.3.4.5.6|. Reported procedure: A 40 mL scintillation vial was charged with ({[5-(3-chloro-4-cyano-phenyl)-pyridin-3-yl]-cyclopropyl-methyl}-ethanesulfonyl-amino)-acetic acid methyl ester (130 mg, 0.290 mmol) in THF (5 mL). The reaction mixture was cooled to −78° C. and lithium aluminium hydride (1M in THF, 0.726 mL, 0.726 mmol) was added. The reaction was left to stir at −78° C. for 1 h. The reaction was quenched with water (1 mL), warmed to room temperature and concentrated in vacuo. The crude was dissolved in DMSO (4 mL) an... Starting materials: CS(=O)(=O)N1CCNCC1, Cc1cc(Nc2cc3cc(C(=O)O)ccc3c(OC(C)C)n2)n[nH]1. The product is Cc1cc(Nc2cc3cc(C(=O)N4CCN(S(C)(=O)=O)CC4)ccc3c(OC(C)C)n2)n[nH]1. As a reaction SMILES: [CH3:25][S:26](=[O:27])(=[O:28])[N:29]1[CH2:30][CH2:31][NH:32][CH2:33][CH2:34]1.[CH:1]([CH3:2])([CH3:3])[O:4][c:5]1[n:6][c:7]([NH:18][c:19]2[n:20][nH:21][c:22]([CH3:24])[cH:23]2)[cH:8][c:9]2[cH:10][c:11]([C:15](=[O:16])[OH:17])[cH:12][cH:13][c:14]12>>[CH:1]([CH3:2])([CH3:3])[O:4][c:5]1[n:6][c:7]([NH:18][c:19]2[n:20][nH:21][c:22]([CH3:24])[cH:23]2)[cH:8][c:9]2[cH:10][c:11]([C:15](=[O:17])[N:32]3[CH2:31][CH2:30][N:29]([S:26]([CH3:25])(=[O:27])=[O:28])[CH2:34][CH2:33]3)[cH:12][cH:13][c:14]12. Procedure details: To a stirred solution of 5-benzyloxy-2-[1-(2,5-dichlorophenyl)-cyclopentylmethyl]-6-hydroxypyrimidine-4-carboxylic acid (2-hydroxyethyl)-isopropylamide (207) (125 mg, 0.22 mmol) in tetrahydrofuran (5 mL) were added triphenyl phosphine (117 mg, 0.45 mmol) and diisopropyl azodicarboxylate (0.09 mL, 0.45 mmol) at room temperature, a yellow clear solution was formed, after 5 min it turned into a light yellow hazy solution. The solution was stirred for 2 h at room temperature. Silica thin layer chrom... Yields the product C(C1=CC=CC=C1)OC1=C2N(C(=NC1=O)CC1(CCCC1)C1=C(C=CC(=C1)Cl)Cl)CCN(C2=O)C(C)C (9-benzyloxy-6-[1-(2,5-dichlorophenyl)-cyclopentylmethyl]-2-isopropyl-3,4-dihydro-2H-pyrazino[1,2-c]pyrimidine-1,8-dione). The solvent is O1CCCC1 (tetrahydrofuran). Yield: 33.6%. Reactants: OCCN(C(=O)C1=NC(=NC(=C1OCC1=CC=CC=C1)O)CC1(CCCC1)C1=C(C=CC(=C1)Cl)Cl)C(C)C (5-benzyloxy-2-[1-(2,5-dichlorophenyl)-cyclopentylmethyl]-6-hydroxypyrimidine-4-carboxylic acid (2-hydroxyethyl)-isopropylamide), C1(=CC=CC=C1)P(C1=CC=CC=C1)C1=CC=CC=C1 (triphenyl phosphine), N(=NC(=O)OC(C)C)C(=O)OC(C)C (diisopropyl azodicarboxylate), C(C)(=O)OCC (ethyl acetate). RXN SMILES: O[CH2:2][CH2:3][N:4]([CH:36]([CH3:38])[CH3:37])[C:5]([C:7]1[C:12]([O:13][CH2:14][C:15]2[CH:20]=[CH:19][CH:18]=[CH:17][CH:16]=2)=[C:11]([OH:21])[N:10]=[C:9]([CH2:22][C:23]2([C:28]3[CH:33]=[C:32]([Cl:34])[CH:31]=[CH:30][C:29]=3[Cl:35])[CH2:27][CH2:26][CH2:25][CH2:24]2)[N:8]=1)=[O:6].C1(P(C2C=CC=CC=2)C2C=CC=CC=2)C=CC=CC=1.N(C(OC(C)C)=O)=NC(OC(C)C)=O.C(OCC)(=O)C>O1CCCC1>[CH2:14]([O:13][C:12]1[C:11](=[O:21])[N:10]=[C:9]([CH2:22][C:23]2([C:28]3[CH:33]=[C:32]([Cl:34])[CH:31]=[CH:30][C:29]=3[Cl:35])[CH2:27][CH2:26][CH2:25][CH2:24]2)[N:8]2[CH2:2][CH2:3][N:4]([CH:36]([CH3:37])[CH3:38])[C:5](=[O:6])[C:7]=12)[C:15]1[CH:20]=[CH:19][CH:18]=[CH:17][CH:16]=1. Conditions: time 2 hour. Starting materials: COCCn1c(=O)oc2ccc(Br)cc21, CC(C)(C)OC(=O)N1CCCCC1C(=O)NC(Cc1ccc(B2OC(C)(C)C(C)(C)O2)cc1)C(N)=O. Yields the product COCCn1c(=O)oc2ccc(-c3ccc(CC(NC(=O)C4CCCCN4C(=O)OC(C)(C)C)C(N)=O)cc3)cc21. As a reaction SMILES: [Br:1][c:2]1[cH:3][cH:4][c:5]2[c:6]([n:7]([CH2:11][CH2:12][O:13][CH3:14])[c:8](=[O:10])[o:9]2)[cH:15]1.[NH2:16][C:17]([CH:18]([CH2:19][c:20]1[cH:21][cH:22][c:23]([B:26]2[O:27][C:28]([CH3:29])([CH3:30])[C:31]([CH3:32])([CH3:33])[O:34]2)[cH:24][cH:25]1)[NH:35][C:36](=[O:37])[CH:38]1[N:39]([C:44](=[O:45])[O:46][C:47]([CH3:48])([CH3:49])[CH3:50])[CH2:40][CH2:41][CH2:42][CH2:43]1)=[O:51]>>[c:2]1(-[c:23]2[cH:22][cH:21][c:20]([CH2:19][CH:18]([C:17]([NH2:16])=[O:51])[NH:35][C:36](=[O:37])[CH:38]3[N:39]([C:44](=[O:45])[O:46][C:47]([CH3:48])([CH3:49])[CH3:50])[CH2:40][CH2:41][CH2:42][CH2:43]3)[cH:25][cH:24]2)[cH:3][cH:4][c:5]2[c:6]([n:7]([CH2:11][CH2:12][O:13][CH3:14])[c:8](=[O:10])[o:9]2)[cH:15]1. The reactants are ClC(Cl)Cl, Nc1cccc(C(F)(F)F)c1, CCOC(=O)c1ccc(CN2C(=O)C(=O)c3ccccc32)o1. The product is CCOC(=O)c1ccc(CN2C(=O)C(=Nc3cccc(C(F)(F)F)c3)c3ccccc32)o1. As a reaction SMILES: [Cl:34][CH:35]([Cl:36])[Cl:37].[F:23][C:24]([c:25]1[cH:26][c:27]([NH2:28])[cH:29][cH:30][cH:31]1)([F:32])[F:33].[O:1]=[C:2]1[N:3]([CH2:12][c:13]2[cH:14][cH:15][c:16]([C:18](=[O:19])[O:20][CH2:21][CH3:22])[o:17]2)[c:4]2[cH:5][cH:6][cH:7][cH:8][c:9]2[C:10]1=[O:11]>>[O:1]=[C:2]1[N:3]([CH2:12][c:13]2[cH:14][cH:15][c:16]([C:18](=[O:19])[O:20][CH2:21][CH3:22])[o:17]2)[c:4]2[cH:5][cH:6][cH:7][cH:8][c:9]2[C:10]1=[N:28][c:27]1[cH:26][c:25]([C:24]([F:23])([F:32])[F:33])[cH:31][cH:30][cH:29]1.